The task is: describe an organic reaction: reactants, conditions, products, and yield. This data is from the Open Reaction Database (ORD), a public repository of structured organic reaction records. Starting materials: Clc1ccc(Oc2ccc(Br)cn2)cc1, O=C1NC(c2cccc(C(F)(F)F)c2)CO1. The product is O=C1OCC(c2cccc(C(F)(F)F)c2)N1c1ccc(Oc2ccc(Cl)cc2)nc1. As a reaction SMILES: [Br:17][c:18]1[cH:19][cH:20][c:21]([O:24][c:25]2[cH:26][cH:27][c:28]([Cl:31])[cH:29][cH:30]2)[n:22][cH:23]1.[F:1][C:2]([c:3]1[cH:4][c:5]([CH:9]2[NH:10][C:11](=[O:14])[O:12][CH2:13]2)[cH:6][cH:7][cH:8]1)([F:15])[F:16]>>[F:1][C:2]([c:3]1[cH:4][c:5]([CH:9]2[N:10]([c:18]3[cH:19][cH:20][c:21]([O:24][c:25]4[cH:26][cH:27][c:28]([Cl:31])[cH:29][cH:30]4)[n:22][cH:23]3)[C:11](=[O:14])[O:12][CH2:13]2)[cH:6][cH:7][cH:8]1)([F:15])[F:16]. RXN SMILES: [N:1]1([C:6]2[CH:41]=[CH:40][C:9]([C:10]([N:12]3[CH2:17][CH2:16][N:15]([S:18]([C:21]4[CH:30]=[CH:29][C:28]5[C:23](=[CH:24][CH:25]=[C:26]([NH:31]C(OCC(Cl)(Cl)Cl)=O)[CH:27]=5)[CH:22]=4)(=[O:20])=[O:19])[CH2:14][CH2:13]3)=[O:11])=[CH:8][CH:7]=2)[CH:5]=[CH:4][N:3]=[CH:2]1>C(O)(=O)C.[Zn]>[NH2:31][C:26]1[CH:27]=[C:28]2[C:23](=[CH:24][CH:25]=1)[CH:22]=[C:21]([S:18]([N:15]1[CH2:14][CH2:13][N:12]([C:10](=[O:11])[C:9]3[CH:8]=[CH:7][C:6]([N:1]4[CH:5]=[CH:4][N:3]=[CH:2]4)=[CH:41][CH:40]=3)[CH2:17][CH2:16]1)(=[O:20])=[O:19])[CH:30]=[CH:29]2. Isolated yield 64.5%. Reagents/catalysts: [Zn] (zinc). The solvent is C(C)(=O)O (acetic acid). Reactants: N1(C=NC=C1)C1=CC=C(C(=O)N2CCN(CC2)S(=O)(=O)C2=CC3=CC=C(C=C3C=C2)NC(=O)OCC(Cl)(Cl)Cl)C=C1 (1-[4-(1-imidazolyl)benzoyl]-4-[6-(2,2,2-trichloroethoxycarbonylamino)naphthalene-2-sulfonyl]piperazine). Reported procedure: To a solution of 1-[4-(1-imidazolyl)benzoyl]-4-[6-(2,2,2-trichloroethoxycarbonylamino)naphthalene-2-sulfonyl]piperazine (400 mg) in acetic acid (5 ml) was added zinc powder (1 g), and the mixture was stirred at room temperature for 1 day. The reaction solution was filtered, and the filtrate was concentrated. The residue was dissolved in 0.5 N hydrochloric acid, washed with ethyl acetate and made alkaline with 1 N sodium hydroxide aqueous solution. The precipitate was collected by filtration, was... Product: NC=1C=C2C=CC(=CC2=CC1)S(=O)(=O)N1CCN(CC1)C(C1=CC=C(C=C1)N1C=NC=C1)=O (1-(6-Aminonaphthalene-2-sulfonyl)-4-[4-(1-imidazolyl)benzoyl]-piperazine). Conditions: time 1 day. Starting materials: Cl (HCl), C(#CCCCC)C1=CN=C2N1N=C(C=C2)NCC2=NC=CC=C2 (3-(Hex-1-ynyl)-N-(pyridin-2-ylmethyl)imidazo[1,2-b]pyridazin-6-amine), Cl (HCl). Reagents/catalysts: [Pd] (palladium on charcoal). Solvent: C(C)O (ethanol), CCOCC (Et2O). Conditions: time 24 hour. Product: Cl.C(CCCCC)C1=CN=C2N1N=C(C=C2)NCC2=NC=CC=C2 (3-Hexyl-N-(pyridin-2-ylmethyl)imidazo[1,2-b]pyridazin-6-amine hydrochloride). Yield: 41.0%. As a reaction SMILES: [C:1]([C:7]1[N:11]2[N:12]=[C:13]([NH:16][CH2:17][C:18]3[CH:23]=[CH:22][CH:21]=[CH:20][N:19]=3)[CH:14]=[CH:15][C:10]2=[N:9][CH:8]=1)#[C:2][CH2:3][CH2:4][CH2:5][CH3:6].[ClH:24]>C(O)C.[Pd].CCOCC>[ClH:24].[CH2:1]([C:7]1[N:11]2[N:12]=[C:13]([NH:16][CH2:17][C:18]3[CH:23]=[CH:22][CH:21]=[CH:20][N:19]=3)[CH:14]=[CH:15][C:10]2=[N:9][CH:8]=1)[CH2:2][CH2:3][CH2:4][CH2:5][CH3:6] |f:5.6|. Procedure: 3-(Hex-1-ynyl)-N-(pyridin-2-ylmethyl)imidazo[1,2-b]pyridazin-6-amine was dissolved in ethanol (5 mL) with 5% palladium on charcoal and placed under hydrogen (50 psi) in a Parr shaker. After 24 hr, the reaction mixture was filtered through celite and concentrated to provide the free-base. This was converted to the HCl salt with 2N HCl in Et2O to provide the title compound (26 mg, 41%) as an orange solid; 1H NMR (300 MHz, CD3OD) δ 8.52 (d, J=5.0 Hz, 1H), 7.92 (d, J=9.8 Hz, 1H), 7.89-7.83 (dt, J=1.... The reactants are [BH4-], Brc1ccc(N2CCNCC2)cc1, CC(=O)O, C=O, CO, [Cl-], ClCCl, Cl, [NH4+], [Na+]. The product is CN1CCN(c2ccc(Br)cc2)CC1. Reaction SMILES: [BH4-:21].[Br:2][c:3]1[cH:4][cH:5][c:6]([N:9]2[CH2:10][CH2:11][NH:12][CH2:13][CH2:14]2)[cH:7][cH:8]1.[C:17]([OH:18])(=[O:19])[CH3:20].[CH2:15]=[O:16].[CH3:28][OH:29].[Cl-:23].[Cl:25][CH2:26][Cl:27].[ClH:1].[NH4+:24].[Na+:22]>>[Br:2][c:3]1[cH:4][cH:5][c:6]([N:9]2[CH2:10][CH2:11][N:12]([CH3:17])[CH2:13][CH2:14]2)[cH:7][cH:8]1. Reactants: [H-].[H-].[H-].[H-].[Li+].[Al+3] (LAH), C1(C2C(C(N1)=O)CCC=C2)=O (tetrahydrophthalimide). Solvent: C1CCOC1 (THF). Conditions: temperature 60 celsius, time 18 hour. Yields the product C=1NC=C2C=CC=CC12 (isoindole). RXN SMILES: [H-].[H-].[H-].[H-].[Li+].[Al+3].[C:7]1(=O)[NH:11][C:10](=O)[CH:9]2[CH2:13][CH2:14][CH:15]=[CH:16][CH:8]12>C1COCC1>[CH:10]1[NH:11][CH:7]=[C:8]2[C:9]=1[CH:13]=[CH:14][CH:15]=[CH:16]2 |f:0.1.2.3.4.5|. Reported procedure: To a suspension of LAH (22.80 g, 600 mmol) in THF (600 mL) at 0° C. was added tetrahydrophthalimide (39.45 g, 260.9 mmol) portionwise. After addition, the reaction mixture was stirred at 60° C. for 18 h, then cooled down to 0° C. and quenched carefully with water (25 mL), followed by 15% KOH aqueous solution (25 mL) and another 75 mL of water. The resulting mixture was stirred at rt for 1 h and filtered through a pad of Celite, then washed with DCM (500 mL). The filtrate was concentrated in vacu... Reactants: O=C[C@H](O)[C@@H](O)[C@H](O)[C@H](O)CO (glucose), C1=NC2=C(C(=N1)N)N=CN2[C@H]3[C@@H]([C@@H]([C@H](O3)COP(=O)(O)O)O)O (adenylate), C1=C(N=C(S1)N=C(N)N)CSCC/C(=N/S(=O)(=O)N)/N (Brolin), C1=NC2=C(C(=N1)N)N=CN2[C@H]3[C@@H]([C@@H]([C@H](O3)COP(=O)(O)O)O)O (adenylate), O=C[C@H](O)[C@@H](O)[C@H](O)[C@H](O)CO (glucose), C1=C(N=C(S1)N=C(N)N)CSCC/C(=N/S(=O)(=O)N)/N (Brolin). Solvent: CO (methanol), CO (Methanol). Yields the product P(O)(=O)(OP(=O)(O)O)OC[C@@H]1[C@H]([C@H]([C@@H](O1)N1C=NC=2C(N)=NC=NC12)O)O (ADP). RXN SMILES: O=C[C@@H]([C@H]([C@@H]([C@@H](CO)O)O)O)O.[CH:13]1[N:18]=[C:17]([NH2:19])[C:16]2[N:20]=[CH:21][N:22]([C@@H:23]3[O:27][C@H:26]([CH2:28][O:29][P:30]([OH:33])([OH:32])=[O:31])[C@@H:25]([OH:34])[C@H:24]3[OH:35])[C:15]=2[N:14]=1.C1SC(N=C(N)N)=NC=1CSCC/C(/N)=N/S(N)(=O)=O>CO>[P:30]([O:29][CH2:28][C@H:26]1[O:27][C@@H:23]([N:22]2[C:15]3[N:14]=[CH:13][N:18]=[C:17]([NH2:19])[C:16]=3[N:20]=[CH:21]2)[C@H:24]([OH:35])[C@@H:25]1[OH:34])([O:33][P:30]([OH:32])([OH:31])=[O:29])(=[O:32])[OH:31]. Procedure: A transformant (1-1 strain) and its parent strain (TK62 strain) were cultured side by side in a medium containing methanol or glucose as the major carbon source, while monitoring the cell number and intracellular adenylate kinase activities over the course of time (FIG. 5). The medium for methylotrophic yeasts is disclosed by Sakai et al. [Sakai, Y., et al., Appl. Environ. Microbiol., 53, 1812-1818 (1987)]. Methanol or glucose was added at 2%. The method for determining the adenylate kinase acti... The reactants are Cl, COC(COc1ccc2c(Nc3cnn(CC(=O)Nc4cccc(F)c4F)c3)ncnc2c1)OC, C1CCOC1. Yields the product O=CCOc1ccc2c(Nc3cnn(CC(=O)Nc4cccc(F)c4F)c3)ncnc2c1. As a reaction SMILES: [ClH:36].[F:1][c:2]1[c:3]([NH:9][C:10]([CH2:11][n:12]2[n:13][cH:14][c:15]([NH:17][c:18]3[n:19][cH:20][n:21][c:22]4[cH:23][c:24]([O:28][CH2:29][CH:30]([O:31][CH3:34])[O:32][CH3:33])[cH:25][cH:26][c:27]34)[cH:16]2)=[O:35])[cH:4][cH:5][cH:6][c:7]1[F:8].[O:37]1[CH2:38][CH2:39][CH2:40][CH2:41]1>>[F:1][c:2]1[c:3]([NH:9][C:10]([CH2:11][n:12]2[n:13][cH:14][c:15]([NH:17][c:18]3[n:19][cH:20][n:21][c:22]4[cH:23][c:24]([O:28][CH2:29][CH:30]=[O:31])[cH:25][cH:26][c:27]34)[cH:16]2)=[O:35])[cH:4][cH:5][cH:6][c:7]1[F:8]. The reactants are CC[C@]1(CNC(C=2N1C=C(C2O)C(=O)OCC)=O)C (ethyl 4(S)-2-ethyl-8-hydroxy-4-methyl-1-oxo-1,2,3,4-tetrahydro-pyrrolo[1,2-a]-pyrazine-7-carboxylate), C(=O)(OC(C)(C)C)N[C@@H](C)C(=O)O (N-Boc-L-alanine), C([O-])([O-])=O.[K+].[K+] (potassium carbonate), IC (iodomethane). Solvent: CN(C)C=O (DMF). Yields the product C(C)N1C(C=2N([C@H](C1)C)C=C(C2OC)C(=O)OCC)=O (Ethyl (4S)-2-ethyl-8-(methoxy)-4-methyl-1-oxo-1,2,3,4-tetrahydro-pyrrolo[1,2-a]-pyrazine-7-carboxylate). Reaction SMILES: CC[C@:3]1([CH3:19])[N:8]2[CH:9]=[C:10]([C:13]([O:15][CH2:16][CH3:17])=[O:14])[C:11]([OH:12])=[C:7]2[C:6](=[O:18])[NH:5][CH2:4]1.C(N[C@H](C(O)=O)C)(O[C:23](C)(C)[CH3:24])=O.[C:33](=O)([O-])[O-].[K+].[K+].IC>CN(C=O)C>[CH2:23]([N:5]1[CH2:4][C@H:3]([CH3:19])[N:8]2[CH:9]=[C:10]([C:13]([O:15][CH2:16][CH3:17])=[O:14])[C:11]([O:12][CH3:33])=[C:7]2[C:6]1=[O:18])[CH3:24] |f:2.3.4|. Reported procedure: To a solution of ethyl 4(S)-2-ethyl-8-hydroxy-4-methyl-1-oxo-1,2,3,4-tetrahydro-pyrrolo[1,2-a]-pyrazine-7-carboxylate (6.6 g, 25.8 mmol; prepared in a manner similar to the procedures described in Examples 32 and 45 starting with N-Boc-L-alanine) in DMF (125 mL), potassium carbonate (13.7 g, 99.1 mmol) and iodomethane (1.86 mL, 29.7 mmol) was added. The reaction mixture was stirred at rt over night. The mixture was filtered and the filtrate concentrated under vacuum. The residue was partitioned ... Reactants: [Br-].C1(=CC=CC=C1)CCC[P+](C1=CC=CC=C1)(C1=CC=CC=C1)C1=CC=CC=C1 (3-phenylpropyltriphenylphosphonium bromide), C1(=CC=CC=C1)C(N1C=NC(=C1)C=O)(C1=CC=CC=C1)C1=CC=CC=C1 ((1-triphenylmethyl-1H-imidazol-4-yl)methanal), [K] (potassium), C(C)(C)(C)[O-] (t-butanolate). Run in C1CCOC1 (THF). Conditions: time 1 hour. Yields the product N1C=NC(=C1)C(C=C)CC1=CC=CC=C1 (3-(1H-Imidazol-4-yl)-4-phenyl-1-butene). As a reaction SMILES: [Br-].[C:2]1([CH2:8][CH2:9][CH2:10][P+](C2C=CC=CC=2)(C2C=CC=CC=2)C2C=CC=CC=2)[CH:7]=[CH:6][CH:5]=[CH:4][CH:3]=1.C1(C(C2C=CC=CC=2)(C2C=CC=CC=2)[N:37]2[CH:41]=[C:40](C=O)[N:39]=[CH:38]2)C=CC=CC=1.[K].[C:57]([O-])(C)(C)C>C1COCC1>[NH:37]1[CH:41]=[C:40]([CH:9]([CH2:8][C:2]2[CH:3]=[CH:4][CH:5]=[CH:6][CH:7]=2)[CH:10]=[CH2:57])[N:39]=[CH:38]1 |f:0.1,^1:55|. Procedure: 10 mmol of 3-phenylpropyltriphenylphosphonium bromide, 10 mmol of (1-triphenylmethyl-1H-imidazol-4-yl)methanal (J. L. Kelley, C. A. Miller, E. W. Mc Lean, J. Med. Chem. 1977, 20, 721) and 12 mmol of potassium of t-butanolate are stirred for 24 hours in 50 ml THF. The solvent is evaporated off under reduced pressure, hydrolysed with water and extracted using chloroform. The concentrated organic extract is heated from reflux in 30 ml 2N HCl and 30 ml of acetone for 1 hour. The solvent is evaporate...